From a dataset of the Open Reaction Database (ORD), a public repository of structured organic reaction records. describe an organic reaction: reactants, conditions, products, and yield Run in ClCCl (dichloromethane). The reactants are C(=O)(N1C=NC=C1)N1C=NC=C1 (carbonyldiimidazole), O1C=C(C2=C1C=CC=C2)CC(=O)O (benzofuran-3-ylacetic acid), N1CCC(CC1)C(=O)OCC (ethyl piperid-4-ylcarboxylate). The product is O1C=C(C2=C1C=CC=C2)CC(=O)N2CCC(CC2)C(=O)OCC (Ethyl 1-(Benzofuran-3-ylacety)-4-piperidinecarboxylate). Conditions: time 1 hour. Reaction SMILES: C(N1C=CN=C1)(N1C=CN=C1)=O.[O:13]1[C:17]2[CH:18]=[CH:19][CH:20]=[CH:21][C:16]=2[C:15]([CH2:22][C:23]([OH:25])=O)=[CH:14]1.[NH:26]1[CH2:31][CH2:30][CH:29]([C:32]([O:34][CH2:35][CH3:36])=[O:33])[CH2:28][CH2:27]1>ClCCl>[O:13]1[C:17]2[CH:18]=[CH:19][CH:20]=[CH:21][C:16]=2[C:15]([CH2:22][C:23]([N:26]2[CH2:31][CH2:30][CH:29]([C:32]([O:34][CH2:35][CH3:36])=[O:33])[CH2:28][CH2:27]2)=[O:25])=[CH:14]1. Procedure: 22 g of carbonyldiimidazole are added in portions to 23.9 g of benzofuran-3-ylacetic acid in 250 ml of dichloromethane. When the evolution of gas has stopped, the reaction mixture is stirred for 1 hour and then 21 ml of ethyl piperid-4-ylcarboxylate are added dropwise. After 12 hours' stirring at room temperature, the reaction mixture is washed with 1N sodium hydroxide solution and then with 1N hydrochloric acid. After decanting and drying, concentration under reduced pressure enables the expect... Reactants: OCC(=O)C1=CC=CC=C1 (2-hydroxyacetophenone), O1C(=CC=C1)C=O (furan-2-carbaldehyde), O([Na])C (NaOCH3), C1CCOC1 (THF). The product is C1(=CC=CC=C1)C=CC(=O)C1=CC=CC=C1 (chalcone). Yield: 71.0%. As a reaction SMILES: O[CH2:2][C:3]([C:5]1[CH:10]=[CH:9][CH:8]=[CH:7][CH:6]=1)=[O:4].O1[CH:15]=[CH:14][CH:13]=[C:12]1[CH:16]=O.O(C)[Na].[CH2:21]1COC[CH2:22]1>>[C:12]1([CH:16]=[CH:2][C:3]([C:5]2[CH:10]=[CH:9][CH:8]=[CH:7][CH:6]=2)=[O:4])[CH:22]=[CH:21][CH:15]=[CH:14][CH:13]=1. Procedure: 2.27 g (16.7 mmol) of 2-hydroxyacetophenone, 1.52 g of furan-2-carbaldehyde (15.8 mmol), and 10 ml of 25% wt NaOCH3 were reacted in 50 ml of dry THF to give 2.4 g (71%) of chalcone after purification. 1H NMR (300 MHz, CDCl3): δ 12.90 (s, 1H), 7.94 (d, d, J=1.5, 8.1 Hz, 1H), 7.71 (d, J=15.0 Hz, 1H), 7.58 (d, J=15.0 Hz, 1H), 7.58 (d. J=1.5 Hz, 1H), 7.51 (d, d, d, J=1.5, 7.2, 8.4 Hz, 1H), 7.04 (d, d, J=0.9, 8.4 Hz, 1H), 6.96 (d, d, J=8.1, 8.1 Hz, 1H), 6.79 (d, J=3.3 Hz, 1H), 6.56 (d, d, J=1.5, 3.3 ... Reactants: ClCCl (dichloromethane), N,N-methylformamide, ClC=1C(=NC(=C(C1F)F)F)F (3-chloro-2,4,5,6-tetrafluoropyridine), C1(C=2C(C(N1)=O)=CC=CC2)=O.[K] (potassium phthalimide). Run in C(Cl)(Cl)Cl (chloroform). Run at temperature 40 celsius, time 1 day. Yields the product ClC=1C(=NC(=C(C1N1C(C=2C(C1=O)=CC=CC2)=O)F)F)F (N-(3-chloro-2,5,6-trifluoropyridine-4-yl)phthalimide). The yield is 102.6%. As a reaction SMILES: ClCCl.[Cl:4][C:5]1[C:6]([F:14])=[N:7][C:8]([F:13])=[C:9]([F:12])[C:10]=1F.[C:15]1(=[O:25])[NH:19][C:18](=[O:20])[C:17]2=[CH:21][CH:22]=[CH:23][CH:24]=[C:16]12.[K]>C(Cl)(Cl)Cl>[Cl:4][C:5]1[C:6]([F:14])=[N:7][C:8]([F:13])=[C:9]([F:12])[C:10]=1[N:19]1[C:18](=[O:20])[C:17]2=[CH:21][CH:22]=[CH:23][CH:24]=[C:16]2[C:15]1=[O:25] |f:2.3,^1:25|. Reported procedure: To a mixed solution of 40 ml dichloromethane and 20 ml N,N-methylformamide were added 18.5 g of 3-chloro-2,4,5,6-tetrafluoropyridine and 20.5 g potassium phthalimide, and the mixture was stirred at 40° C. for one day. After adding 40 ml of chloroform, the mixture was washed twice with 500 ml of distilled water and once with 500 ml of 0.5% aqueous solution of sodium hydroxide. The organic layer was dried over anhydrous magnesium sulfate and concentrated under reduced pressure. The precipitate was...